From a dataset of the Open Reaction Database (ORD), a public repository of structured organic reaction records. describe an organic reaction: reactants, conditions, products, and yield Product: CC(C)c1cccc(C(C)C)c1NC(=O)C1c2ccccc2COc2ccc(C(=O)O)cc21. Reactants: CO, COC(=O)c1ccc2c(c1)C(C(=O)Nc1c(C(C)C)cccc1C(C)C)c1ccccc1CO2, Cl, [Na+], [OH-]. RXN SMILES: [CH3:38][OH:39].[CH:1]([CH3:2])([CH3:3])[c:4]1[c:5]([NH:13][C:14](=[O:15])[CH:16]2[c:17]3[c:18]([cH:27][cH:28][c:29]([C:31](=[O:32])[O:33][CH3:34])[cH:30]3)[O:19][CH2:20][c:21]3[c:22]2[cH:23][cH:24][cH:25][cH:26]3)[c:6]([CH:10]([CH3:11])[CH3:12])[cH:7][cH:8][cH:9]1.[ClH:37].[Na+:36].[OH-:35]>>[CH:1]([CH3:2])([CH3:3])[c:4]1[c:5]([NH:13][C:14](=[O:15])[CH:16]2[c:17]3[c:18]([cH:27][cH:28][c:29]([C:31](=[O:32])[OH:33])[cH:30]3)[O:19][CH2:20][c:21]3[c:22]2[cH:23][cH:24][cH:25][cH:26]3)[c:6]([CH:10]([CH3:11])[CH3:12])[cH:7][cH:8][cH:9]1. Starting materials: CCOC(C)=O, CCN(C(C)C)C(C)C, CC(C)COc1cccc2[nH]c(C(=O)NC3CCN(CCN4CCCCCC4)CC3)cc12, NC1CCN(CCO)CC1, [Na+], CN(C)C=O, [OH-]. Product: CC(C)COc1cccc2[nH]c(C(=O)NC3CCN(CCO)CC3)cc12. Reaction SMILES: [CH3:59][CH2:60][O:61][C:62](=[O:63])[CH3:64].[CH:33]([N:34]([CH2:35][CH3:36])[CH:37]([CH3:38])[CH3:39])([CH3:40])[CH3:41].[N:1]1([CH2:8][CH2:9][N:10]2[CH2:11][CH2:12][CH:13]([NH:16][C:17](=[O:18])[c:19]3[nH:20][c:21]4[cH:22][cH:23][cH:24][c:25]([O:28][CH2:29][CH:30]([CH3:31])[CH3:32])[c:26]4[cH:27]3)[CH2:14][CH2:15]2)[CH2:2][CH2:3][CH2:4][CH2:5][CH2:6][CH2:7]1.[NH2:42][CH:43]1[CH2:44][CH2:45][N:46]([CH2:47][CH2:48][OH:51])[CH2:49][CH2:50]1.[Na+:53].[O:54]=[CH:55][N:56]([CH3:57])[CH3:58].[OH-:52]>>[CH2:8]([CH2:9][N:10]1[CH2:11][CH2:12][CH:13]([NH:16][C:17](=[O:18])[c:19]2[nH:20][c:21]3[cH:22][cH:23][cH:24][c:25]([O:28][CH2:29][CH:30]([CH3:31])[CH3:32])[c:26]3[cH:27]2)[CH2:14][CH2:15]1)[OH:51].